This data is from the Open Reaction Database (ORD), a public repository of structured organic reaction records. The task is: describe an organic reaction: reactants, conditions, products, and yield The yield is 98.3%. Starting materials: C(C1=CC=CC=C1)OC(=O)NCCC[C@H](NC(=O)OCC1C2=CC=CC=C2C=2C=CC=CC12)C(=O)N[C@@H]1[C@@H](CCC1)C(=O)OC(C)(C)C (tert-butyl (1R,2S)-2-({N5-[(benzyloxy)carbonyl]-N2-[(9H-fluorene -9-ylmethoxy)carbonyl]-L-ornithyl}amino)cyclopentanecarboxylate), N1CCCCC1 (piperidine). Reaction conditions: time 13 hour. Product: C(C1=CC=CC=C1)OC(=O)NCCC[C@H](N)C(=O)N[C@@H]1[C@@H](CCC1)C(=O)OC(C)(C)C (tert-butyl (1R,2S)-2-({N5-[(benzyloxy)carbonyl]-L-ornithyl}amino)cyclopentanecarboxylate). Procedure details: To a mixture of tert-butyl (1R,2S)-2-({N5-[(benzyloxy)carbonyl]-N2-[(9H-fluorene -9-ylmethoxy)carbonyl]-L-ornithyl}amino)cyclopentanecarboxylate (4.0 g) and chloroform(80 ml) was added piperidine (6.0 ml) under ice-cooling, followed by stirring at room temperature for 13 hours. The reaction mixture was washed with a saturated sodium bicarbonate solution, water, and saturated brine in this order, and the organic layer was dried over anhydrous magnesium sulfate. The organic layer was concentrated ... Reaction SMILES: [CH2:1]([O:8][C:9]([NH:11][CH2:12][CH2:13][CH2:14][C@@H:15]([C:34]([NH:36][C@H:37]1[CH2:41][CH2:40][CH2:39][C@H:38]1[C:42]([O:44][C:45]([CH3:48])([CH3:47])[CH3:46])=[O:43])=[O:35])[NH:16]C(OCC1C2C=CC=CC=2C2C1=CC=CC=2)=O)=[O:10])[C:2]1[CH:7]=[CH:6][CH:5]=[CH:4][CH:3]=1.N1CCCCC1>C(Cl)(Cl)Cl>[CH2:1]([O:8][C:9]([NH:11][CH2:12][CH2:13][CH2:14][C@@H:15]([C:34]([NH:36][C@H:37]1[CH2:41][CH2:40][CH2:39][C@H:38]1[C:42]([O:44][C:45]([CH3:48])([CH3:47])[CH3:46])=[O:43])=[O:35])[NH2:16])=[O:10])[C:2]1[CH:3]=[CH:4][CH:5]=[CH:6][CH:7]=1. Solvent: C(Cl)(Cl)Cl (chloroform).